From a dataset of the Open Reaction Database (ORD), a public repository of structured organic reaction records. describe an organic reaction: reactants, conditions, products, and yield Starting materials: CSC(=N)N[N+](=O)[O-], CCO, CN(C)Cc1cccc(OCCCN)c1. Yields the product CN(C)Cc1cccc(OCCCNC(=N)N[N+](=O)[O-])c1. Reaction SMILES: [CH3:1][S:2][C:3]([NH:4][N+:5](=[O:6])[O-:7])=[NH:8].[CH3:24][CH2:25][OH:26].[NH2:9][CH2:10][CH2:11][CH2:12][O:13][c:14]1[cH:15][c:16]([CH2:20][N:21]([CH3:22])[CH3:23])[cH:17][cH:18][cH:19]1>>[C:3]([NH:4][N+:5](=[O:6])[O-:7])(=[NH:8])[NH:9][CH2:10][CH2:11][CH2:12][O:13][c:14]1[cH:15][c:16]([CH2:20][N:21]([CH3:22])[CH3:23])[cH:17][cH:18][cH:19]1.